This data is from the Open Reaction Database (ORD), a public repository of structured organic reaction records. The task is: describe an organic reaction: reactants, conditions, products, and yield Reactants: C(C1=CC=CC=C1)OC=1C=C(C=CC1OCC1=CC=CC=C1)CCNCC1=CC=CC=C1 (N-2-(3,4-dibenzyloxyphenyl)ethyl benzylamine), C(C)(=O)NC1=CC=C(OCCCl)C=C1 (2-(4-acetamidophenoxy)ethyl chloride). Run in CN(C=O)C (dimethylformamide), CN(C=O)C (dimethylformamide). Product: crude product, C(C1=CC=CC=C1)OC=1C=C(C=CC1OCC1=CC=CC=C1)CCN(CCOC1=CC=C(C=C1)NC(C)=O)CC1=CC=CC=C1 (N-[2-(3,4-dibenzyloxyphenyl)ethyl]-N-[2-(4-acetamidophenoxy) ethyl]benzylamine). Reaction SMILES: [CH2:1]([O:8][C:9]1[CH:10]=[C:11]([CH2:23][CH2:24][NH:25][CH2:26][C:27]2[CH:32]=[CH:31][CH:30]=[CH:29][CH:28]=2)[CH:12]=[CH:13][C:14]=1[O:15][CH2:16][C:17]1[CH:22]=[CH:21][CH:20]=[CH:19][CH:18]=1)[C:2]1[CH:7]=[CH:6][CH:5]=[CH:4][CH:3]=1.[C:33]([NH:36][C:37]1[CH:46]=[CH:45][C:40]([O:41][CH2:42][CH2:43]Cl)=[CH:39][CH:38]=1)(=[O:35])[CH3:34]>CN(C)C=O>[CH2:1]([O:8][C:9]1[CH:10]=[C:11]([CH2:23][CH2:24][N:25]([CH2:26][C:27]2[CH:28]=[CH:29][CH:30]=[CH:31][CH:32]=2)[CH2:43][CH2:42][O:41][C:40]2[CH:45]=[CH:46][C:37]([NH:36][C:33](=[O:35])[CH3:34])=[CH:38][CH:39]=2)[CH:12]=[CH:13][C:14]=1[O:15][CH2:16][C:17]1[CH:18]=[CH:19][CH:20]=[CH:21][CH:22]=1)[C:2]1[CH:3]=[CH:4][CH:5]=[CH:6][CH:7]=1. Procedure: A mixture of N-2-(3,4-dibenzyloxyphenyl)ethyl benzylamine (12.0 g.), 2-(4-acetamidophenoxy)ethyl chloride (3.1 g.) and dry dimethylformamide (10 ml.) was boiled under reflux for 10 hours. The solution was cooled, more dimethylformamide (15 ml.) added, and the precipitated solid removed by filtration. The filtrate was evaporated in vacuo to dryness and the resultant solid stirred in chloroform, after which undissolved material was removed by filtration and the filtrate was evaporated in vacuo to ...